Dataset: the Open Reaction Database (ORD), a public repository of structured organic reaction records. Task: describe an organic reaction: reactants, conditions, products, and yield Starting materials: C[Si](C)(C)C#C ((trimethylsilyl)acetylene), [Li]CCCC (n-BuLi), FC(C(=O)C)(F)F (1,1,1-trifluoroacetone), [NH4+].[Cl-] (NH4Cl). The solvent is CCOCC (Et2O), CCOCC (Et2O). Reaction conditions: time 30 minute. Product: FC(C(C#C[Si](C)(C)C)(O)C)(F)F (1,1,1-Trifluoro-2-methyl-4-(trimethylsilyl)but-3-yn-2-ol). As a reaction SMILES: [CH3:1][Si:2]([C:5]#[CH:6])([CH3:4])[CH3:3].[Li]CCCC.[F:12][C:13]([F:18])([F:17])[C:14]([CH3:16])=[O:15].[NH4+].[Cl-]>CCOCC>[F:12][C:13]([F:18])([F:17])[C:14]([CH3:16])([OH:15])[C:6]#[C:5][Si:2]([CH3:4])([CH3:3])[CH3:1] |f:3.4|. Reported procedure: To a solution of (trimethylsilyl)acetylene (2.80 mL, 20.2 mmol) in Et2O (25 mL) at −78° C., was added n-BuLi (2.5 M in hexane, 8.10 mL, 20.2 mmol), while maintaining internal temperature below −70° C. After 30 min., a solution of 1,1,1-trifluoroacetone (3.62 mL, 40.5 mmol) in Et2O (10 mL) was added rapidly, keeping the internal temperature below −45° C. After 2 h at −78° C., a saturated solution of NH4Cl was added. The aqueous layer was extracted with Et2O, and the combined organic layers were w... RXN SMILES: [C:9](=[O:10])([O-:11])[O-:12].[CH3:15][I:16].[F:1][c:2]1[cH:3][cH:4][c:5]([OH:8])[cH:6][n:7]1.[K+:13].[K+:14].[O:17]=[CH:18][N:19]([CH3:20])[CH3:21].[OH2:22]>>[F:1][c:2]1[cH:3][cH:4][c:5]([O:8][CH3:9])[cH:6][n:7]1. The reactants are O=C([O-])[O-], CI, Oc1ccc(F)nc1, [K+], [K+], CN(C)C=O, O. Product: COc1ccc(F)nc1. Reactants: C(\C=C\C(=O)O)(=O)O (fumaric acid), BrC1=C(CN2C=NC=C2)C=CC=C1 (1-(2-bromobenzyl)imidazole). Solvent: C(C)O (ethanol), C(C)O (ethanol). Run at time 10 minute. The product is C(\C=C\C(=O)O)(=O)O.BrC1=C(CN2C=NC=C2)C=CC=C1 (1-(2-bromobenzyl)imidazole hydrogen fumarate). As a reaction SMILES: [C:1]([OH:8])(=[O:7])/[CH:2]=[CH:3]/[C:4]([OH:6])=[O:5].[Br:9][C:10]1[CH:21]=[CH:20][CH:19]=[CH:18][C:11]=1[CH2:12][N:13]1[CH:17]=[CH:16][N:15]=[CH:14]1>C(O)C>[C:1]([OH:8])(=[O:7])/[CH:2]=[CH:3]/[C:4]([OH:6])=[O:5].[Br:9][C:10]1[CH:21]=[CH:20][CH:19]=[CH:18][C:11]=1[CH2:12][N:13]1[CH:17]=[CH:16][N:15]=[CH:14]1 |f:3.4|. Procedure: A solution of fumaric acid (0.18 g) in hot ethanol (10 ml) was added to a solution of 1-(2-bromobenzyl)imidazole (0.4 g) in hot ethanol (5 ml). After boiling for 10 minutes, the solution was evaporated under reduced pressure to afford a white solid. Recrystallisation of the solid from propan-2-ol gave 1-(2-bromobenzyl)imidazole hydrogen fumarate, m.p. 158°-159°. Reactants: O=C(CBr)c1cccc(Br)n1, C1COCCN1, CN(C)C=O, CCOC(C)=O, C1CCOC1. The product is O=C(CN1CCOCC1)c1cccc(Br)n1. As a reaction SMILES: [Br:1][CH2:2][C:3](=[O:4])[c:5]1[n:6][c:7]([Br:11])[cH:8][cH:9][cH:10]1.[CH2:12]1[CH2:13][O:14][CH2:15][CH2:16][NH:17]1.[CH3:23][N:24]([CH3:25])[CH:26]=[O:27].[CH3:28][CH2:29][O:30][C:31](=[O:32])[CH3:33].[O:18]1[CH2:19][CH2:20][CH2:21][CH2:22]1>>[CH2:2]([C:3](=[O:4])[c:5]1[n:6][c:7]([Br:11])[cH:8][cH:9][cH:10]1)[N:17]1[CH2:12][CH2:13][O:14][CH2:15][CH2:16]1. Reactants: COC(=O)c1ccn(C)c1, O=C1CCC(=O)N1Br, C1CCOC1. Product: COC(=O)c1cc(Br)n(C)c1. As a reaction SMILES: [CH3:1][n:2]1[cH:3][c:4]([C:7](=[O:8])[O:9][CH3:10])[cH:5][cH:6]1.[O:11]=[C:12]1[N:13]([Br:18])[C:14](=[O:15])[CH2:16][CH2:17]1.[O:19]1[CH2:20][CH2:21][CH2:22][CH2:23]1>>[CH3:1][n:2]1[cH:3][c:4]([C:7](=[O:8])[O:9][CH3:10])[cH:5][c:6]1[Br:18]. Starting materials: C1CCOC1, CCOC(=O)c1c(C(F)(F)F)nc(C(F)(F)Cl)c(C(=O)OC)c1Cl, [Na], O, OCC(F)(F)F. Yields the product CCOC(=O)c1c(C(F)(F)F)nc(C(F)(F)Cl)c(C(=O)OC)c1OCC(F)(F)F. Reaction SMILES: [CH2:1]1[O:2][CH2:3][CH2:4][CH2:5]1.[Cl:13][c:14]1[c:15]([C:32](=[O:33])[O:34][CH2:35][CH3:36])[c:16]([C:28]([F:29])([F:30])[F:31])[n:17][c:18]([C:24]([F:25])([F:26])[Cl:27])[c:19]1[C:20](=[O:21])[O:22][CH3:23].[Na:6].[OH2:37].[OH:7][CH2:8][C:9]([F:10])([F:11])[F:12]>>[O:7]([CH2:8][C:9]([F:10])([F:11])[F:12])[c:14]1[c:15]([C:32](=[O:33])[O:34][CH2:35][CH3:36])[c:16]([C:28]([F:29])([F:30])[F:31])[n:17][c:18]([C:24]([F:25])([F:26])[Cl:27])[c:19]1[C:20](=[O:21])[O:22][CH3:23]. Starting materials: C(C)OC1=CC2=C(CC3=C1C=CC=C3)C=C(C=C2)CC(=O)OCC (ethyl 10-ethoxy-5H-dibenzo[a,d]cycloheptene-3-acetate), Br (hydrobromic acid). The solvent is C=1(C(=CC=CC1)C)C (xylene). Yields the product O=C1CC2=C(CC3=C1C=CC=C3)C=C(C=C2)CC(=O)O (10,11-dihydro-10-oxo-5H-dibenzo[a,d]cycloheptene-3-acetic acid). The yield is 84.7%. As a reaction SMILES: C([O:3][C:4]1[C:10]2[CH:11]=[CH:12][CH:13]=[CH:14][C:9]=2[CH2:8][C:7]2[CH:15]=[C:16]([CH2:19][C:20]([O:22]CC)=[O:21])[CH:17]=[CH:18][C:6]=2[CH:5]=1)C.Br>C1(C)C(C)=CC=CC=1>[O:3]=[C:4]1[C:10]2[CH:11]=[CH:12][CH:13]=[CH:14][C:9]=2[CH2:8][C:7]2[CH:15]=[C:16]([CH2:19][C:20]([OH:22])=[O:21])[CH:17]=[CH:18][C:6]=2[CH2:5]1. Procedure: In 1 ml of xylene was dissolved 0.1 g of ethyl 10-ethoxy-5H-dibenzo[a,d]cycloheptene-3-acetate obtained in Example 13, and 5 ml of 47% hydrobromic acid was added. The mixture was heated under reflux for 2 hours with vigorous stirring. After the reaction, the reaction mixture was cooled, and then worked up in the same way as in Example 19 to afford 0.07 g of 10,11-dihydro-10-oxo-5H-dibenzo[a,d]cycloheptene-3-acetic acid as a colorless crystalline powder (recrystallized from a mixture of methanol ... As a reaction SMILES: [Br:1][C:2]1[CH:3]=[C:4]([CH:25]=[CH:26][C:27]=1[CH2:28][CH3:29])[NH:5][C:6]1[C:15]2[C:10](=[CH:11][CH:12]=[CH:13][CH:14]=2)[C:9]([CH2:16][CH2:17][C:18]2[CH:23]=[CH:22][N:21]=[C:20](O)[CH:19]=2)=[CH:8][N:7]=1.P(Cl)(Cl)([Cl:32])=O.Cl.N>C(#N)C.O1CCOCC1>[Br:1][C:2]1[CH:3]=[C:4]([CH:25]=[CH:26][C:27]=1[CH2:28][CH3:29])[NH:5][C:6]1[C:15]2[C:10](=[CH:11][CH:12]=[CH:13][CH:14]=2)[C:9]([CH2:16][CH2:17][C:18]2[CH:23]=[CH:22][N:21]=[C:20]([Cl:32])[CH:19]=2)=[CH:8][N:7]=1. Procedure: Under a N2 atmosphere, 150 mg (0.334 mmol) of 1-(3-bromo-4-ethyl-anilino)-4-[2-(2-hydroxy-pyridin-4-yl)-ethyl]-isoquinoline (Ex. 32a) in 5 ml of acetonitrile are mixed with 76 μl (0.83 mmol) of phosphorus oxychloride and 0.17 ml (0.68 mmol) of 4 N HCl in dioxane, and stirred at 65° C. A further 76 μl of phosphorus oxychloride is added after 12 h, and stirring continues for 48 h at 65° C. The mixture is cooled to RT, 4 ml of 10% NH3 solution added, and it is partitioned between 3 portions of EtOA... Run at temperature 65 celsius, time 48 hour. The solvent is C(C)#N (acetonitrile), O1CCOCC1 (dioxane). The reactants are P(=O)(Cl)(Cl)Cl (phosphorus oxychloride), N (NH3), BrC=1C=C(NC2=NC=C(C3=CC=CC=C23)CCC2=CC(=NC=C2)O)C=CC1CC (1-(3-bromo-4-ethyl-anilino)-4-[2-(2-hydroxy-pyridin-4-yl)-ethyl]-isoquinoline), P(=O)(Cl)(Cl)Cl (phosphorus oxychloride), Cl (HCl). Yields the product BrC=1C=C(NC2=NC=C(C3=CC=CC=C23)CCC2=CC(=NC=C2)Cl)C=CC1CC (1-(3-bromo-4-ethyl-anilino)-4-[2-(2-chloro-pyridin-4-yl)ethyl]-isoquinoline). The reactants are O=Cc1cccc(Br)n1, OCCCO, [Li]CCCC, C[Sn](C)(C)Cl, CCCCCC, Brc1cccc(C2OCCCO2)n1, O. Product: C[Sn](C)(C)c1cccc(C2OCCCO2)n1. Reaction SMILES: [Br:14][c:15]1[n:16][c:17]([CH:18]=[O:19])[cH:20][cH:21][cH:22]1.[CH2:23]([OH:24])[CH2:25][CH2:26][OH:27].[CH3:28][CH2:29][CH2:30][CH2:31][Li:32].[CH3:33][Sn:34]([CH3:35])([CH3:36])[Cl:37].[CH3:38][CH2:39][CH2:40][CH2:41][CH2:42][CH3:43].[O:1]1[CH:2]([c:7]2[n:8][c:9]([Br:13])[cH:10][cH:11][cH:12]2)[O:3][CH2:4][CH2:5][CH2:6]1.[OH2:44]>>[O:1]1[CH:2]([c:7]2[n:8][c:9]([Sn:34]([CH3:33])([CH3:35])[CH3:36])[cH:10][cH:11][cH:12]2)[O:3][CH2:4][CH2:5][CH2:6]1.